From a dataset of the Open Reaction Database (ORD), a public repository of structured organic reaction records. describe an organic reaction: reactants, conditions, products, and yield The reactants are COC(=O)c1ccc(C(C)=O)c2ccccc12, CN(C)C=O, COC(C)(C)C, [Ca+2], O=C(c1cc(C(F)(F)F)cc(C(F)(F)F)c1)C(F)(F)F, [OH-], [OH-]. Product: COC(=O)c1ccc(C(=O)C=C(c2cc(C(F)(F)F)cc(C(F)(F)F)c2)C(F)(F)F)c2ccccc12. Reaction SMILES: [C:1]([CH3:2])(=[O:3])[c:4]1[cH:5][cH:6][c:7]([C:14](=[O:15])[O:16][CH3:17])[c:8]2[cH:9][cH:10][cH:11][cH:12][c:13]12.[CH3:41][N:42]([CH3:43])[CH:44]=[O:45].[CH3:46][O:47][C:48]([CH3:49])([CH3:50])[CH3:51].[Ca+2:39].[F:18][C:19]([c:20]1[cH:21][c:22]([C:30]([C:31]([F:32])([F:33])[F:34])=[O:35])[cH:23][c:24]([C:26]([F:27])([F:28])[F:29])[cH:25]1)([F:36])[F:37].[OH-:38].[OH-:40]>>[C:1]([CH:2]=[C:30]([c:22]1[cH:21][c:20]([C:19]([F:18])([F:36])[F:37])[cH:25][c:24]([C:26]([F:27])([F:28])[F:29])[cH:23]1)[C:31]([F:32])([F:33])[F:34])(=[O:3])[c:4]1[cH:5][cH:6][c:7]([C:14](=[O:15])[O:16][CH3:17])[c:8]2[cH:9][cH:10][cH:11][cH:12][c:13]12. Reaction conditions: time 4 hour. Reactants: CN1[C@@H](CCC1)CO ((S)-1-methyl-2-pyrrolidinemethanol), ClC=1C=C(C=CC1)O (3-chlorophenol). Procedure details: A 2 g (17.4 mmol) sample of (S)-1-methyl-2-pyrrolidinemethanol (from Aldrich) and 2.8 g (22 mmol) of 3-chlorophenol (Aldrich) were added to a complex of TPP and TBAD, (prepared as in Example 5b above, 22 mmol of each) in 150 mL of THF. The reaction was stirred for 4 hr. The solvents were removed, the residue was stirred with 15% HCl, and the mixture was extracted with ether. The aqueous solution was then adjusted to pH 12 with K2CO3 and extracted with methylene chloride. The solvent was removed,... Run in C1CCOC1 (THF). The product is ClC=1C=C(OC[C@H]2N(CCC2)C)C=CC1 (2(S)-(3-Chlorophenoxymethyl)-1-methylpyrrolidine). RXN SMILES: [CH3:1][N:2]1[CH2:6][CH2:5][CH2:4][C@H:3]1[CH2:7][OH:8].[Cl:9][C:10]1[CH:11]=[C:12](O)[CH:13]=[CH:14][CH:15]=1>C1COCC1>[Cl:9][C:10]1[CH:15]=[C:14]([CH:13]=[CH:12][CH:11]=1)[O:8][CH2:7][C@@H:3]1[CH2:4][CH2:5][CH2:6][N:2]1[CH3:1]. Starting materials: ClC1=CC=C(C=C1)NC(C1=C(C=CC(=C1)C)N)=O (N-(4-chlorophenyl)-2-amino-5-methylbenzamide), ClC(=O)C1=C(C2=C(S1)C=CC=C2)Cl (2-chlorocarbonyl-3-chlorobenzo[b]thiophene). The solvent is N1=CC=CC=C1 (pyridine). Run at time 16 hour. The product is ClC1=CC=C(C=C1)NC(C1=C(C=CC(=C1)C)NC(=O)C1=C(C2=C(S1)C=CC=C2)Cl)=O (N-(4-chlorophenyl)-2-[((3-chlorobenzo[b]thien-2-yl)carbonyl)amino]-5-methylbenzamide). Yield: 49.7%. As a reaction SMILES: [Cl:1][C:2]1[CH:7]=[CH:6][C:5]([NH:8][C:9](=[O:18])[C:10]2[CH:15]=[C:14]([CH3:16])[CH:13]=[CH:12][C:11]=2[NH2:17])=[CH:4][CH:3]=1.Cl[C:20]([C:22]1[S:26][C:25]2[CH:27]=[CH:28][CH:29]=[CH:30][C:24]=2[C:23]=1[Cl:31])=[O:21]>N1C=CC=CC=1>[Cl:1][C:2]1[CH:3]=[CH:4][C:5]([NH:8][C:9](=[O:18])[C:10]2[CH:15]=[C:14]([CH3:16])[CH:13]=[CH:12][C:11]=2[NH:17][C:20]([C:22]2[S:26][C:25]3[CH:27]=[CH:28][CH:29]=[CH:30][C:24]=3[C:23]=2[Cl:31])=[O:21])=[CH:6][CH:7]=1. Procedure: To a solution of N-(4-chlorophenyl)-2-amino-5-methylbenzamide (0.11 g, 0.42 mmol) in pyridine (5 mL) at 0° C. was added 2-chlorocarbonyl-3-chlorobenzo[b]thiophene (0.15 g, 0.64 mmol), and the mixture allowed to warm to ambient temperature with stirring. After 16 hours, the mixture was poured onto water (5 mL) and the resulting white solid collected by filtration and dried in vacuo. Recrystallization from acetonitrile afforded 0.095 g (50% yield) of N-(4-chlorophenyl)-2-[((3-chlorobenzo[b]thien-2...